Dataset: the Open Reaction Database (ORD), a public repository of structured organic reaction records. Task: describe an organic reaction: reactants, conditions, products, and yield Reactants: C(C=C)[Mg]Br (Allyl Magnesium bromide), solution, C(C)OCC (diethyl ether), COC(CC(=O)OC)OC (methyl 3,3-dimethoxypropanoate), C1CCOC1 (THF). Run at temperature -78 celsius, time 3 hour. The product is COC(CC(CC=C)(CC=C)O)OC (4-(2,2-dimethoxyethyl)hepta-1,6-dien-4-ol). RXN SMILES: [CH3:1][O:2][CH:3]([O:9][CH3:10])[CH2:4][C:5](OC)=[O:6].[CH2:11]([Mg]Br)[CH:12]=[CH2:13].C(OCC)C.[CH2:21]1[CH2:25]OC[CH2:22]1>>[CH3:1][O:2][CH:3]([O:9][CH3:10])[CH2:4][C:5]([OH:6])([CH2:25][CH:21]=[CH2:22])[CH2:11][CH:12]=[CH2:13]. Reported procedure: In a 2 liter round bottom flask equipped with a stir bar, methyl 3,3-dimethoxypropanoate (24 g, 162 mmol) was dissolved in THF (1L). Under nitrogen, the solution was chilled to −78° C. Allyl Magnesium bromide, 1.0 M solution in diethyl ether (405 mL, 405 mmol) was added dropwise in such a way that the internal temperature remained lower than −75° C. After addition, the reaction was allowed to stir for 3 hours at −78° C. before being quenched with saturated ammonium chloride solution (300 mL). Th... Reactants: C(C)(=O)OC1=C(C=C(C=C(C(=O)O)NC(C)=O)C=C1)OC (4-acetoxy-α-acetylamino-3-methoxycinnamic acid), C(=O)=O (carbon dioxide). Reagents/catalysts: [Cu] (copper). Run in N1=CC=CC2=CC=CC=C12 (quinoline). The product is C(C)(=O)NC=CC1=CC=C(C=C1)OC(COC)=O (4-(2-acetylaminovinyl)-2-methoxy-acetoxybenzene). Reaction SMILES: [C:1]([O:4][C:5]1[CH:19]=[CH:18][C:8]([CH:9]=[C:10]([NH:14][C:15](=[O:17])[CH3:16])C(O)=O)=[CH:7][C:6]=1OC)(=[O:3])[CH3:2].[C:22](=O)=[O:23]>[Cu].N1C2C(=CC=CC=2)C=CC=1>[C:15]([NH:14][CH:10]=[CH:9][C:8]1[CH:7]=[CH:6][C:5]([O:4][C:1](=[O:3])[CH2:2][O:23][CH3:22])=[CH:19][CH:18]=1)(=[O:17])[CH3:16]. Procedure: 18.0 g (0.06 mol) of 4-acetoxy-α-acetylamino-3-methoxycinnamic acid are heated with 30 ml of quinoline and 1.2 g of copper powder to 160°-170° C. for 3 hours, in the course of which carbon dioxide is evolved. Thereafter, the quinoline is distilled off under reduced pressure and the residual mass is taken up in ethyl acetate. After filtering off the copper powder, the ethyl acetate solution is extracted with 25 ml of 1 N hydrochloric acid and is then washed with water and subsequently with sodium... The reactants are CC1(CNC2=CC(=CC=C12)N1C(N(C(C1=O)(C)C)CC1=CC=NC2=CC=CC=C12)=O)C (3-(3,3-dimethyl-2,3-dihydro-1H-indol-6-yl)-5,5-dimethyl-1-quinolin-4-ylmethyl-imidazolidine-2,4-dione), ClCC(=O)Cl (chloroacetylchloride), N1CCOCC1 (morpholine), N1CCOCC1 (morpholine). The solvent is ClCCCl (1,2-dichloroethane). Reaction conditions: temperature 0 celsius, time 1 hour. Yields the product CC1(CN(C2=CC(=CC=C12)N1C(N(C(C1=O)(C)C)CC1=CC=NC2=CC=CC=C12)=O)C(CN1CCOCC1)=O)C (3-[3,3-Dimethyl-1-(2-morpholin-4-yl-acetyl)-2,3-dihydro-1H-indol-6-yl]-5,5-dimethyl-1-quinolin-4-ylmethyl-imidazolidine-2,4-dione). As a reaction SMILES: [CH3:1][C:2]1([CH3:31])[C:10]2[C:5](=[CH:6][C:7]([N:11]3[C:15](=[O:16])[C:14]([CH3:18])([CH3:17])[N:13]([CH2:19][C:20]4[C:29]5[C:24](=[CH:25][CH:26]=[CH:27][CH:28]=5)[N:23]=[CH:22][CH:21]=4)[C:12]3=[O:30])=[CH:8][CH:9]=2)[NH:4][CH2:3]1.Cl[CH2:33][C:34](Cl)=[O:35].[NH:37]1[CH2:42][CH2:41][O:40][CH2:39][CH2:38]1>ClCCCl>[CH3:1][C:2]1([CH3:31])[C:10]2[C:5](=[CH:6][C:7]([N:11]3[C:15](=[O:16])[C:14]([CH3:17])([CH3:18])[N:13]([CH2:19][C:20]4[C:29]5[C:24](=[CH:25][CH:26]=[CH:27][CH:28]=5)[N:23]=[CH:22][CH:21]=4)[C:12]3=[O:30])=[CH:8][CH:9]=2)[N:4]([C:34](=[O:35])[CH2:33][N:37]2[CH2:42][CH2:41][O:40][CH2:39][CH2:38]2)[CH2:3]1. Reported procedure: To a solution of 50 mg 3-(3,3-dimethyl-2,3-dihydro-1H-indol-6-yl)-5,5-dimethyl-1-quinolin-4-ylmethyl-imidazolidine-2,4-dione in 1 ml 1,2-dichloroethane 0.04 ml ethyl-diisopropylamine and 13.67 mg chloroacetylchloride were added at 0° C. After stirring for 1 hour at 0° C. 10.5 mg morpholine were added and the reaction mixture was stirred for 1 hour at room temperature. Then 10.5 mg morpholine were added and the mixture was stirred for further 16 hours at room temperature. After removing of the so...